This data is from the Open Reaction Database (ORD), a public repository of structured organic reaction records. The task is: describe an organic reaction: reactants, conditions, products, and yield Reactants: ClC=1C=C(C=CC1Cl)N1N=C(C(C1)C)NC=O (N-[1-(3,4-Dichlorophenyl)-4-methyl-2-pyrazolin-3-yl]-formamide), ice water. Run in C(=O)O (formic acid). Conditions: time 3 hour. Yields the product ClC=1C=C(C=CC1)N1N=C(C(C1)C)NC=O (N-[1-(m-Chlorophenyl)-4-methyl-2-pyrazolin-3-yl]formamide). RXN SMILES: [Cl:1][C:2]1[CH:3]=[C:4]([N:9]2[CH2:13][CH:12]([CH3:14])[C:11]([NH:15][CH:16]=[O:17])=[N:10]2)[CH:5]=[CH:6][C:7]=1Cl>C(O)=O>[Cl:1][C:2]1[CH:3]=[C:4]([N:9]2[CH2:13][CH:12]([CH3:14])[C:11]([NH:15][CH:16]=[O:17])=[N:10]2)[CH:5]=[CH:6][CH:7]=1. Reported procedure: A 3.0 g. amount of the preceding product is dissolved in 10 ml. of a mixture of formic acid and acetic anhydride (Example 15). The mixture is allowed to remain at room temperature for 3 hours, then is poured into ice water to separate a partial gum and solid. This material is collected, dissolved in dichloromethane and filtered through a short column of a hydrous magnesium silicate. The effluent is concentrated while adding hexane to separate 3.1 g. of the product of the Example as light yellow ... Reported procedure: A solution of 1-[4-(3-chloropropoxy)-3-methoxyphenyl]ethanone (4.3 g, 17.7 mmol), [bis(trifluoroacetoxy)iodo]benzene (15.6 g, 36.2 mmol), H2O (18 ml), CF3CO2H (2.8 ml) and CH3CN (90 ml) was refluxed for 3 hours. The CH3CN was removed under reduced pressure and the resulting yellow liquid was partitioned between H2O and CH2Cl2. The biphasic mixture was filtered, the organic phase collected, washed with saturated NaHCO3 solution and concentrated to afford 1.5 g of an amorphous brown solid. The sol... The solvent is CC#N (CH3CN). Product: ClCCCOC1=C(C=C(C=C1)C(CO)=O)OC (1-[4-(3-Chloropropoxy)-3-methoxyphenyl]-2-hydroxyethanone). Reaction SMILES: [Cl:1][CH2:2][CH2:3][CH2:4][O:5][C:6]1[CH:11]=[CH:10][C:9]([C:12](=[O:14])[CH3:13])=[CH:8][C:7]=1[O:15][CH3:16].FC(F)(F)C(OI(C1C=CC=CC=1)OC(=O)C(F)(F)F)=[O:20].O.C(C(O)=O)(F)(F)F>CC#N>[Cl:1][CH2:2][CH2:3][CH2:4][O:5][C:6]1[CH:11]=[CH:10][C:9]([C:12](=[O:14])[CH2:13][OH:20])=[CH:8][C:7]=1[O:15][CH3:16]. Yield: 32.8%. Starting materials: ClCCCOC1=C(C=C(C=C1)C(C)=O)OC (1-[4-(3-chloropropoxy)-3-methoxyphenyl]ethanone), FC(C(=O)OI(OC(C(F)(F)F)=O)C1=CC=CC=C1)(F)F ([bis(trifluoroacetoxy)iodo]benzene), O (H2O), C(F)(F)(F)C(=O)O (CF3CO2H).